From a dataset of the Open Reaction Database (ORD), a public repository of structured organic reaction records. describe an organic reaction: reactants, conditions, products, and yield Starting materials: C(C)(C)[N-]C(C)C.[Li+] (Lithium diisopropylamide), CI (methyl iodide), C(CC=C)(=O)[O-] (3-butenoate), C(CCC)C=1N(C(=CN1)/C=C(/C(=O)OC)\CC=1SC=CC1)CC1=C(C=CC=C1)Cl (methyl (E) 3-[2-n-butyl-1-[(2-chlorophenyl)methyl]-1H-imidazol-5-yl]-(2-thienyl)methyl-2-propenoate). Solvent: O1CCCC1 (tetrahydrofuran), [Cl-].[NH4+] (ammonium chloride). Conditions: time 8 hour. Yields the product C(CCC)C=1N(C(=CN1)/C=C(/C(C(=O)OCC)C)\CC=1SC=CC1)CC1=C(C=CC=C1)Cl (ethyl (E)-4-[2-n-butyl-1-{(2-chlorophenyl)methyl}-1H-imidazol-5-yl]-2-methyl-3-(2-thienyl)methyl-3-butenoate). Reaction SMILES: [CH:1]([N-]C(C)C)(C)[CH3:2].[Li+].[C:9]([O-:14])(=[O:13])[CH2:10][CH:11]=C.[CH2:15]([C:19]1[N:20]([CH2:36][C:37]2[CH:42]=[CH:41][CH:40]=[CH:39][C:38]=2[Cl:43])[C:21](/[CH:24]=[C:25](\[CH2:30][C:31]2[S:32][CH:33]=[CH:34][CH:35]=2)/C(OC)=O)=[CH:22][N:23]=1)[CH2:16][CH2:17][CH3:18].CI>O1CCCC1.[Cl-].[NH4+]>[CH2:15]([C:19]1[N:20]([CH2:36][C:37]2[CH:42]=[CH:41][CH:40]=[CH:39][C:38]=2[Cl:43])[C:21](/[CH:24]=[C:25](\[CH2:30][C:31]2[S:32][CH:33]=[CH:34][CH:35]=2)/[CH:10]([CH3:11])[C:9]([O:14][CH2:1][CH3:2])=[O:13])=[CH:22][N:23]=1)[CH2:16][CH2:17][CH3:18] |f:0.1,6.7|. Procedure: Lithium diisopropylamide (0.85 mmol, 1M in tetrahydrofuran) is cooled to -78° under argon and a solution of ethyl (E)-4-[2-n-butyl-1-[(2-chlorophenyl)methyl}-1H-imidazol-5-yl]-3-(2-thienyl)methyl)-3-butenoate (0.709 mmol), prepared as in Example 13 using methyl (E) 3-[2-n-butyl-1-[(2-chlorophenyl)methyl]-1H-imidazol-5-yl]-(2-thienyl)methyl-2-propenoate (Example 1), in tetrahydrofuran (5 mL) is added. After 10 minutes methyl iodide (0.71 mmol) is added. The mixture is then stirred at room tempera... Starting materials: [BH4-], CCO, CC1(C(=O)C(CC2CCCCC2)n2cncn2)COCOC1, [Ca+2], [Cl-], [Cl-], Cl, [Na+], [Na+], [OH-]. The product is CC1(C(O)C(CC2CCCCC2)n2cncn2)COCOC1. RXN SMILES: [BH4-:1].[CH3:31][CH2:32][OH:33].[CH:5]1([CH2:11][CH:12]([C:13](=[O:14])[C:15]2([CH3:21])[CH2:16][O:17][CH2:18][O:19][CH2:20]2)[n:22]2[n:23][cH:24][n:25][cH:26]2)[CH2:6][CH2:7][CH2:8][CH2:9][CH2:10]1.[Ca+2:29].[Cl-:27].[Cl-:28].[ClH:30].[Na+:2].[Na+:4].[OH-:3]>>[CH:5]1([CH2:11][CH:12]([CH:13]([OH:14])[C:15]2([CH3:21])[CH2:16][O:17][CH2:18][O:19][CH2:20]2)[n:22]2[n:23][cH:24][n:25][cH:26]2)[CH2:6][CH2:7][CH2:8][CH2:9][CH2:10]1. Reactants: ClC=1C=C(C=CC1F)NC=1C2=C(N=CN1)SC1=C2CCC(C1=CN(C)C)=O (4-(3-Chloro-4-fluoro-phenylamino)-8-dimethylaminomethylene-5,8-dihydro-6H-benzo[4,5]thieno[2,3-d]pyrimidin-7-one), OCCN(N)C(=O)OC(C)(C)C (tert-butyl 1-(2-hydroxyethyl)hydrazinecarboxylate). The solvent is C1(=CC=CC=C1)C (toluene), O1CCOCC1 (dioxane). Reaction SMILES: [Cl:1][C:2]1[CH:3]=[C:4]([NH:9][C:10]2[C:11]3[C:18]4[CH2:19][CH2:20][C:21](=O)[C:22](=CN(C)C)[C:17]=4[S:16][C:12]=3[N:13]=[CH:14][N:15]=2)[CH:5]=[CH:6][C:7]=1[F:8].[OH:28][CH2:29][CH2:30][N:31]([C:33](OC(C)(C)C)=O)[NH2:32]>O1CCOCC1.C1(C)C=CC=CC=1>[Cl:1][C:2]1[CH:3]=[C:4]([NH:9][C:10]2[C:11]3[C:18]4[CH2:19][CH2:20][C:33]5[N:31]([CH2:30][CH2:29][OH:28])[N:32]=[CH:21][C:22]=5[C:17]=4[S:16][C:12]=3[N:13]=[CH:14][N:15]=2)[CH:5]=[CH:6][C:7]=1[F:8]. Reported procedure: 4-(3-Chloro-4-fluoro-phenylamino)-8-dimethylaminomethylene-5,8-dihydro-6H-benzo[4,5]thieno[2,3-d]pyrimidin-7-one (10.6 g, 0.026 mol) was heated to near homogeneity in dioxane (250 mL). The heat was turned off and nitrogen was bubbled through the murky solution for ˜20 min while it cooled. The reaction flask was then evacuated and filled with nitrogen three times. In a separate flask, tert-butyl 1-(2-hydroxyethyl)hydrazinecarboxylate (13.9 g, 0.079 mol) was dissolved in toluene, concentrated in v... Yields the product ClC=1C=C(C=CC1F)NC1=NC=NC2=C1C1=C(C=3C=NN(C3CC1)CCO)S2 (2-{6-[(3-chloro-4-fluorophenyl)amino]-4,5-dihydro-3H-pyrimido[5′,4′:4,5]thieno[2,3-e]indazol-3-yl}ethanol). Reaction conditions: temperature 80 celsius, time 8 hour. The reactants are C[C@H](CCCCCC)O ((R)-2-octanol), O (water), C1(=CC=CC=C1)C (toluene), CC1=CC=C(C(=O)Cl)C=C1 (4-methylbenzoic chloride). Solvent: N1=CC=CC=C1 (pyridine). Reaction conditions: time 2 hour. Product: C[C@@H](COC(C1=CC=C(C=C1)C)=O)CCCCC (4-methylbenzoic acid [(R)-2-methylheptyl]ester). As a reaction SMILES: C[C@@H:2](O)[CH2:3][CH2:4][CH2:5][CH2:6][CH2:7][CH3:8].[CH3:10][C:11]1[CH:19]=[CH:18][C:14]([C:15](Cl)=[O:16])=[CH:13][CH:12]=1.[OH2:20].[C:21]1(C)C=CC=CC=1>N1C=CC=CC=1>[CH3:21][C@H:7]([CH2:6][CH2:5][CH2:4][CH2:3][CH3:2])[CH2:8][O:20][C:15](=[O:16])[C:14]1[CH:18]=[CH:19][C:11]([CH3:10])=[CH:12][CH:13]=1. Procedure: 40 g (0.31 moles) of a commercially available (R)-2-octanol was dissolved in 100 ml of pyridine. The mixture was cooled and 47.93 g (0.31 moles) of a commercially available 4-methylbenzoic chloride was added thereto while cooling. The mixture was then allowed to react with stirring at 50° to 60° C. for 2 hours. On completion of the reaction, 300 ml of water and 300 ml of toluene were added, and after vigorous stirring, the toluene layer was separated out and washed with 6N HCl. Washing was conti... Reactants: C(C)(=O)C1=C(C(=C(OCCCBr)C=C1)CCC)O (3-(4-acetyl-3-hydroxy-2-propylphenoxy)propyl bromide), BrC1=CC=C(OCCCBr)C=C1 (3-(4-Bromophenoxy)propyl bromide). The product is BrC1=CC=C(OCCCOC2=CC=C(C=C2)C(CCCC2=CC=CC=C2)O)C=C1 (1-{4-[3-(4-Bromophenoxy)propoxy]phenyl}-4-phenylbutan-1-ol). As a reaction SMILES: [C:1]([C:4]1[CH:14]=[CH:13][C:7]([O:8][CH2:9][CH2:10][CH2:11]Br)=[C:6](CCC)[C:5]=1O)(=[O:3])[CH3:2].[Br:19][C:20]1[CH:30]=[CH:29][C:23]([O:24]CCCBr)=[CH:22][CH:21]=1>>[Br:19][C:20]1[CH:21]=[CH:22][C:23]([O:24][CH2:11][CH2:10][CH2:9][O:8][C:7]2[CH:6]=[CH:5][C:4]([CH:1]([OH:3])[CH2:2][CH2:2][CH2:1][C:4]3[CH:14]=[CH:13][CH:7]=[CH:6][CH:5]=3)=[CH:14][CH:13]=2)=[CH:29][CH:30]=1. Reported procedure: Following the procedure of Step 2 of Example 1, but substituting 3-(4-acetyl-3-hydroxy-2-propylphenoxy)propyl bromide for the bromide from Step 2, the title compound was prepared. Starting materials: BrC1=CC=C2C=3C=CC(=CC3CC2=C1)N(CCCC)CCCC ((7-bromo-9H-fluoren-2-yl)-dibutyl amine), C(=O)C1=CC=C(S1)B(O)O (5-formyl-2-thiopheneboronic acid). Product: C(CCC)N(C1=CC=C2C=3C=CC(=CC3CC2=C1)C1=CC=C(S1)C=O)CCCC (5-(7-dibutylamino-9H-fluoren-2-yl)-thiophene-2-carbaldehyde). As a reaction SMILES: Br[C:2]1[CH:14]=[C:13]2[C:5]([C:6]3[CH:7]=[CH:8][C:9]([N:15]([CH2:20][CH2:21][CH2:22][CH3:23])[CH2:16][CH2:17][CH2:18][CH3:19])=[CH:10][C:11]=3[CH2:12]2)=[CH:4][CH:3]=1.[CH:24]([C:26]1[S:30][C:29](B(O)O)=[CH:28][CH:27]=1)=[O:25]>>[CH2:16]([N:15]([CH2:20][CH2:21][CH2:22][CH3:23])[C:9]1[CH:10]=[C:11]2[C:6]([C:5]3[CH:4]=[CH:3][C:2]([C:29]4[S:30][C:26]([CH:24]=[O:25])=[CH:27][CH:28]=4)=[CH:14][C:13]=3[CH2:12]2)=[CH:7][CH:8]=1)[CH2:17][CH2:18][CH3:19]. Procedure: As shown in Scheme 1, 7-bromo-9H-fluoren-2-ylamine is reacted with 1-iodobutane to form (7-bromo-9H-fluoren-2-yl)-dibutyl amine (11). Then, (7-bromo-9H-fluoren-2-yl)-dibutyl amine (11) is reacted with 5-formyl-2-thiopheneboronic acid by Suzuki coupling reaction to obtain 5-(7-dibutylamino-9H-fluoren-2-yl)-thiophene-2-carbaldehyde (12a). Finally, in acetonitrile, 5-(7-dibutylamino-9H-fluoren-2-yl)-thiophene-2-carbaldehyde (12a) is reacted with cyanoacetic acid by using piperidine as a catalyst, t... Starting materials: O.OC1=CC=CC=2NN=NC21 (Hydroxybenzotriazole hydrate), CN1CCOCC1 (N-methylmorpholine), CC1=CNC2=CC=C(C=C12)CN ((3-methyl-1H-indol-5-yl)methylamine), Cl (HCl), COCCN(C(C(F)(F)F)=O)CC=1C=C(CCNC=2C(N(C(=CN2)C)CC(=O)O)=O)C=CC1 (2-[3-[(3-{[(2-methoxyethyl)(2,2,2-trifluoroacetyl)amino]methyl}phenethyl)amino]-6-methyl-2-oxo-1(2H)-pyrazinyl]acetic acid). Solvent: CN(C=O)C (N,N-dimethylformamide). Reaction conditions: time 18 hour. Product: FC(C(=O)N(CC1=CC(=CC=C1)CCNC1=NC=C(N(C1=O)CC(=O)NCC=1C=C2C(=CNC2=CC1)C)C)CCOC)(F)F (2,2,2-Trifluoro-N-(2-methoxyethyl)-N-[3-(2-{[5-methyl-4-(2-{[(3-methyl-1H-indol-5-yl)methyl]amino}-2-oxoethyl)-3-oxo-3,4-dihydro-2-pyrazinyl]amino}ethyl)benzyl]acetamide). As a reaction SMILES: O.OC1C2N=NNC=2C=CC=1.Cl.[CH3:13][O:14][CH2:15][CH2:16][N:17]([CH2:24][C:25]1[CH:26]=[C:27]([CH:43]=[CH:44][CH:45]=1)[CH2:28][CH2:29][NH:30][C:31]1[C:32](=[O:42])[N:33]([CH2:38][C:39](O)=[O:40])[C:34]([CH3:37])=[CH:35][N:36]=1)[C:18](=[O:23])[C:19]([F:22])([F:21])[F:20].CN1CCOCC1.[CH3:53][C:54]1[C:62]2[C:57](=[CH:58][CH:59]=[C:60]([CH2:63][NH2:64])[CH:61]=2)[NH:56][CH:55]=1>CN(C)C=O>[F:21][C:19]([F:20])([F:22])[C:18]([N:17]([CH2:16][CH2:15][O:14][CH3:13])[CH2:24][C:25]1[CH:45]=[CH:44][CH:43]=[C:27]([CH2:28][CH2:29][NH:30][C:31]2[C:32](=[O:42])[N:33]([CH2:38][C:39]([NH:64][CH2:63][C:60]3[CH:61]=[C:62]4[C:57](=[CH:58][CH:59]=3)[NH:56][CH:55]=[C:54]4[CH3:53])=[O:40])[C:34]([CH3:37])=[CH:35][N:36]=2)[CH:26]=1)=[O:23] |f:0.1|. Procedure: Hydroxybenzotriazole hydrate (60 mg, 0.44 mmol) and WSCDl.HCl (93 mg, 0.47 mmol) were added to a solution of 2-[3-[(3-{[(2-methoxyethyl)(2,2,2-trifluoroacetyl)amino]methyl}phenethyl)amino]-6-methyl-2-oxo-1(2H)-pyrazinyl]acetic acid (190 mg, 0.40 mmol) [see preparation 44] in N,N-dimethylformamide (3.0 ml). N-methylmorpholine (123 mg, 1.2 mmol) was added followed by (3-methyl-1H-indol-5-yl)methylamine (72 mg, 0.45 mmol) [see preparation 36]. The reaction mixture was stirred at room temperature fo... Reactants: BrC1=CN=C(S1)N1C2CN3CC(CC(C1)C3)C2 (4-(5-bromo-1,3-thiazol-2-yl)-1,4-diazatricyclo[4.3.1.13,8]undecane), COC1=C(C=C(C=C1)OC)B(O)O (2,5-dimethoxyphenylboronic acid). Product: COC1=C(C=C(C=C1)OC)C1=CN=C(S1)N1C2CN3CC(CC(C1)C3)C2 (4-[5-(2,5-dimethoxyphenyl)-1,3-thiazol-2-yl]-1,4-diazatricyclo[4.3.1.13,8]undecane). RXN SMILES: Br[C:2]1[S:6][C:5]([N:7]2[CH2:15][CH:14]3[CH2:16][N:10]4[CH2:11][CH:12]([CH2:17][CH:8]2[CH2:9]4)[CH2:13]3)=[N:4][CH:3]=1.[CH3:18][O:19][C:20]1[CH:25]=[CH:24][C:23]([O:26][CH3:27])=[CH:22][C:21]=1B(O)O>>[CH3:18][O:19][C:20]1[CH:25]=[CH:24][C:23]([O:26][CH3:27])=[CH:22][C:21]=1[C:2]1[S:6][C:5]([N:7]2[CH2:15][CH:14]3[CH2:16][N:10]4[CH2:11][CH:12]([CH2:17][CH:8]2[CH2:9]4)[CH2:13]3)=[N:4][CH:3]=1. Reported procedure: The title compound was prepared from the product of Example 105A and 2,5-dimethoxyphenylboronic acid according to General Method C: LC-MS Method D (ESI+) m/z 372.0 (M+H)+, retention time 1.44 minutes.